The task is: describe an organic reaction: reactants, conditions, products, and yield. This data is from the Open Reaction Database (ORD), a public repository of structured organic reaction records. Starting materials: CO (methanol), C(C)(=O)N[C@H](CC1=CC=CC=C1)C(=O)O (N-acetyl-D-phenylalanine), COC(C(N)CC1=CC=CC=C1)=O (DL-phenylalanine methyl ester). Run in O (water). Product: C(C)(=O)N[C@H](CC1=CC=CC=C1)C(=O)O (N-acetyl-D-phenylalanine), COC([C@@H](N)CC1=CC=CC=C1)=O (L-phenylalanine methyl ester). Reaction SMILES: [C:1]([NH:4][C@@H:5]([C:13]([OH:15])=[O:14])[CH2:6][C:7]1[CH:12]=[CH:11][CH:10]=[CH:9][CH:8]=1)(=[O:3])[CH3:2].[CH3:16][O:17][C:18](=[O:28])[CH:19]([CH2:21][C:22]1[CH:27]=[CH:26][CH:25]=[CH:24][CH:23]=1)[NH2:20].CO>O>[C:1]([NH:4][C@@H:5]([C:13]([OH:15])=[O:14])[CH2:6][C:7]1[CH:8]=[CH:9][CH:10]=[CH:11][CH:12]=1)(=[O:3])[CH3:2].[CH3:16][O:17][C:18](=[O:28])[C@H:19]([CH2:21][C:22]1[CH:27]=[CH:26][CH:25]=[CH:24][CH:23]=1)[NH2:20]. Reported procedure: Typically, N-acetyl-D-phenylalanine is allowed to contact DL-phenylalanine methyl ester in a suitable solvent, e.g. methanol or water, to produce a crystalline salt of N-acetyl-D-phenylalanine and L-phenylalanine methyl ester. That salt is separated from the filtrate and decomposed with aqueous hydrochloric acid to afford N-acetyl-D-phenylalanine as a precipitate and L-phenylalanine methyl ester hydrochloride in solution. After filtering, the solvent in the filtrate is removed to afford the hydr... Reactants: BrCc1ccccc1, [H-], [Na+], CN(C)C=O, OCC1CO1. RXN SMILES: [Br:8][CH2:9][c:10]1[cH:11][cH:12][cH:13][cH:14][cH:15]1.[H-:6].[Na+:7].[O:16]=[CH:17][N:18]([CH3:19])[CH3:20].[OH:1][CH2:2][CH:3]1[O:4][CH2:5]1>>[O:1]([CH2:2][CH:3]1[O:4][CH2:5]1)[CH2:9][c:10]1[cH:11][cH:12][cH:13][cH:14][cH:15]1. Yields the product c1ccc(COCC2CO2)cc1. The reactants are COC([C@@H](NC(=O)OC(C)(C)C)C(C)C)=O (N-(tert.-butyloxycarbonyl)-L-valine methyl ester), [BH4-].[Li+] (lithium borohydride), MeOH CHCl3,7. The solvent is COCCOC (DME). Product: C(C)(C)(C)OC(=O)N[C@@H](C(C)C)CO (N-(tert.-butyloxycarbonyl)-L-valinol). Isolated yield 81.0%. As a reaction SMILES: C[O:2][C:3](=O)[C@H:4]([CH:13]([CH3:15])[CH3:14])[NH:5][C:6]([O:8][C:9]([CH3:12])([CH3:11])[CH3:10])=[O:7].[BH4-].[Li+]>COCCOC>[C:9]([O:8][C:6]([NH:5][C@H:4]([CH2:3][OH:2])[CH:13]([CH3:14])[CH3:15])=[O:7])([CH3:11])([CH3:12])[CH3:10] |f:1.2|. Procedure: This compound was prepared in 81% yield from the ester 4b (9.28 g, 40 mmol) by reduction with lithium borohydride in dry DME following the procedure that has been described earlier1,2. TLC Rf 0.47 (eluent MeOH/CHCl3,7/93). 1H NMR (CDCl3) δ 0.91 and 0.98 (dd, J=2 Hz, 6H, CH3CHCH3), 1.44 (s, 9H, t-Bu), 1.45-1.97 (m, 1H, CH3CHCH3), 2.15 (s, 1H, OH), 3.24-3.49 (m, 1H, CHCH2), 3.53-3.72 (m, 2H, CH2OH), 4.36-4.77 (m, 1H, NH). CI MS, m/e 204 (M+ +1). The reactants are COc1ccc(-c2cc3cc(F)c(F)cc3[nH]2)cc1N=C=S, NC(CO)C(O)c1ccccc1. Product: COc1ccc(-c2cc3cc(F)c(F)cc3[nH]2)cc1NC(=S)NC(CO)C(O)c1ccccc1. Reaction SMILES: [F:1][c:2]1[cH:3][c:4]2[cH:5][c:6](-[c:12]3[cH:13][cH:14][c:15]([O:21][CH3:22])[c:16]([N:18]=[C:19]=[S:20])[cH:17]3)[nH:7][c:8]2[cH:9][c:10]1[F:11].[NH2:23][CH:24]([CH:25]([OH:26])[c:27]1[cH:28][cH:29][cH:30][cH:31][cH:32]1)[CH2:33][OH:34]>>[F:1][c:2]1[cH:3][c:4]2[cH:5][c:6](-[c:12]3[cH:13][cH:14][c:15]([O:21][CH3:22])[c:16]([NH:18][C:19](=[S:20])[NH:23][CH:24]([CH:25]([OH:26])[c:27]4[cH:28][cH:29][cH:30][cH:31][cH:32]4)[CH2:33][OH:34])[cH:17]3)[nH:7][c:8]2[cH:9][c:10]1[F:11]. The reactants are CCO, Fc1cccc(Cl)c1CCl, [Na], CN(C)C=O, O, Sc1nc2cnccc2[nH]1. The product is Fc1cccc(Cl)c1CSc1nc2cnccc2[nH]1. Reaction SMILES: [CH3:23][CH2:24][OH:25].[Cl:12][c:13]1[c:14]([CH2:15][Cl:16])[c:17]([F:21])[cH:18][cH:19][cH:20]1.[Na:1].[O:26]=[CH:27][N:28]([CH3:29])[CH3:30].[OH2:22].[SH:2][c:3]1[nH:4][c:5]2[c:6]([cH:7][n:8][cH:9][cH:10]2)[n:11]1>>[S:2]([c:3]1[nH:4][c:5]2[c:6]([cH:7][n:8][cH:9][cH:10]2)[n:11]1)[CH2:15][c:14]1[c:13]([Cl:12])[cH:20][cH:19][cH:18][c:17]1[F:21].